describe an organic reaction: reactants, conditions, products, and yield From a dataset of the Open Reaction Database (ORD), a public repository of structured organic reaction records. Starting materials: C(C)(C)(C)OC(=O)NC=1SC=C(N1)C(C(=O)Cl)=NOC (2-(2-t-butoxycarbonylamino-4-thiazolyl)-2-methoxyiminoacetyl chloride), COC1=CC=C(COC(=O)C2=C(CS[C@H]3N2C([C@H]3NC(CC3=CC=CC=C3)=O)=O)CCl)C=C1 (7β-phenylacetamido-3-chloromethyl-3-cephem-4-carboxylic acid p-methoxybenzyl ester), N1=CC=CC=C1 (pyridine), CN1CCOCC1 (N-methylmorpholine). Run in O (water), C(C)(=O)OCC (ethyl acetate), C(C)(=O)OCC (ethyl acetate), ClCCl (dichloromethane). Conditions: time 30 minute. The product is COC1=CC=C(COC(=O)C2=C(CS[C@H]3N2C([C@H]3NC(C(=NOC)C=3N=C(SC3)NC(=O)OC(C)(C)C)=O)=O)CCl)C=C1 (7β-[2-(2-t-butoxycarbonylamino-4-thiazolyl)-2-methoxyiminoacetamido]-3-chloromethyl-3-cephem-4-carboxylic acid p-methoxybenzyl ester). The yield is 94.0%. Reaction SMILES: [CH3:1][O:2][C:3]1[CH:33]=[CH:32][C:6]([CH2:7][O:8][C:9]([C:11]2[N:16]3[C:17](=[O:29])[C@@H:18]([NH:19]C(=O)CC4C=CC=CC=4)[C@H:15]3[S:14][CH2:13][C:12]=2[CH2:30][Cl:31])=[O:10])=[CH:5][CH:4]=1.CN1CCOCC1.N1C=CC=CC=1.[C:47]([O:51][C:52]([NH:54][C:55]1[S:56][CH:57]=[C:58]([C:60](=[N:64][O:65][CH3:66])[C:61](Cl)=[O:62])[N:59]=1)=[O:53])([CH3:50])([CH3:49])[CH3:48]>ClCCl.O.C(OCC)(=O)C>[CH3:1][O:2][C:3]1[CH:4]=[CH:5][C:6]([CH2:7][O:8][C:9]([C:11]2[N:16]3[C:17](=[O:29])[C@@H:18]([NH:19][C:61](=[O:62])[C:60]([C:58]4[N:59]=[C:55]([NH:54][C:52]([O:51][C:47]([CH3:50])([CH3:49])[CH3:48])=[O:53])[S:56][CH:57]=4)=[N:64][O:65][CH3:66])[C@H:15]3[S:14][CH2:13][C:12]=2[CH2:30][Cl:31])=[O:10])=[CH:32][CH:33]=1. Procedure: To a suspension of 7β-amino-3-chloromethyl-3-cephem-4-carboxylic acid p-methoxybenzyl ester (1) p-toluenesulfonate (4.33 g; 8 mMol.) in dichloromethane (40 ml) is added at 0° C. N-methylmorpholine (0.88 g; 1 Eq.), pyridine (0.8 ml; 1.2 Eq.) and 2-(2-t-butoxycarbonylamino-4-thiazolyl)-2-methoxyiminoacetyl chloride (1.2 Eq.). After keeping at 0° C. for 30 minutes, the reaction mixture is diluted with water and ethyl acetate and ethyl acetate layer is taken. This is washed with ##STR19## water, dri... Yields the product C(C)(C)N(C=1C(=NC2=CC=C(C=C2N1)C(=O)OC)C1=CC=C(C=C1)OC(F)(F)F)C (Methyl 3-(isopropyl(methyl)amino)-2-(4-(trifluoromethoxy)phenyl)quinoxaline-6-carboxylate). Reaction SMILES: Cl[C:2]1[C:11]([N:12]([CH:14]([CH3:16])[CH3:15])[CH3:13])=[N:10][C:9]2[C:4](=[CH:5][CH:6]=[C:7]([C:17]([O:19][CH3:20])=[O:18])[CH:8]=2)[N:3]=1.[F:21][C:22]([F:34])([F:33])[O:23][C:24]1[CH:29]=[CH:28][C:27](B(O)O)=[CH:26][CH:25]=1.[O-]P([O-])([O-])=O.[K+].[K+].[K+]>C1C=CC([P]([Pd]([P](C2C=CC=CC=2)(C2C=CC=CC=2)C2C=CC=CC=2)([P](C2C=CC=CC=2)(C2C=CC=CC=2)C2C=CC=CC=2)[P](C2C=CC=CC=2)(C2C=CC=CC=2)C2C=CC=CC=2)(C2C=CC=CC=2)C2C=CC=CC=2)=CC=1.O1CCOCC1>[CH:14]([N:12]([CH3:13])[C:11]1[C:2]([C:27]2[CH:26]=[CH:25][C:24]([O:23][C:22]([F:21])([F:33])[F:34])=[CH:29][CH:28]=2)=[N:3][C:4]2[C:9]([N:10]=1)=[CH:8][C:7]([C:17]([O:19][CH3:20])=[O:18])=[CH:6][CH:5]=2)([CH3:16])[CH3:15] |f:2.3.4.5,^1:46,48,67,86|. Run in O1CCOCC1 (1,4-dioxane). Starting materials: ClC1=NC2=CC=C(C=C2N=C1N(C)C(C)C)C(=O)OC (methyl 2-chloro-3-(isopropyl(methyl)amino)quinoxaline-6-carboxylate), FC(OC1=CC=C(C=C1)B(O)O)(F)F (4-(trifluoromethoxy)phenylboronic acid), [O-]P(=O)([O-])[O-].[K+].[K+].[K+] (K3PO4). Procedure details: Into a 10-mL sealed tube, was placed methyl 2-chloro-3-(isopropyl(methyl)amino)quinoxaline-6-carboxylate (200 mg, 0.68 mmol, 1.00 equiv), 4-(trifluoromethoxy)phenylboronic acid (280 mg, 1.36 mmol, 1.99 equiv), Pd(PPh3)4 (157 mg, 0.14 mmol, 0.20 equiv), K3PO4 (577 mg, 2.73 mmol, 4.01 equiv), 1,4-dioxane (4 mL). The resulting solution was stirred for overnight at 100° C. in an oil bath. The resulting mixture was concentrated under vacuum. The residue was purified by silica gel column chromatograph... Reagents/catalysts: C=1C=CC(=CC1)[P](C=2C=CC=CC2)(C=3C=CC=CC3)[Pd]([P](C=4C=CC=CC4)(C=5C=CC=CC5)C=6C=CC=CC6)([P](C=7C=CC=CC7)(C=8C=CC=CC8)C=9C=CC=CC9)[P](C=1C=CC=CC1)(C=1C=CC=CC1)C=1C=CC=CC1 (Pd(PPh3)4). Conditions: temperature 100 celsius, time 8 hour. Starting materials: S(=O)(Cl)Cl (thionyl chloride), FC=1C=NC2=CC=C(C=C2C1CCCC1(CCN(CC1)CCO)C(=O)OCC)OC (ethyl 4-[3-(3-fluoro-6-methoxyquinolin-4-yl)propyl]-1-(2-hydroxyethyl)piperidine-4-carboxylate). The solvent is ClCCl (dichloromethane). Reaction conditions: temperature 20 celsius. Yields the product Cl.Cl.ClCCN1CCC(CC1)(C(=O)OCC)CCCC1=C(C=NC2=CC=C(C=C12)OC)F (ethyl 1-(2-chloroethyl)-4-[3-(3-fluoro-6-methoxyquinolin-4-yl)propyl]piperidine-4-carboxylate dihydrochloride). As a reaction SMILES: S(Cl)([Cl:3])=O.[F:5][C:6]1[CH:7]=[N:8][C:9]2[C:14]([C:15]=1[CH2:16][CH2:17][CH2:18][C:19]1([C:28]([O:30][CH2:31][CH3:32])=[O:29])[CH2:24][CH2:23][N:22]([CH2:25][CH2:26]O)[CH2:21][CH2:20]1)=[CH:13][C:12]([O:33][CH3:34])=[CH:11][CH:10]=2>ClCCl>[ClH:3].[ClH:3].[Cl:3][CH2:26][CH2:25][N:22]1[CH2:23][CH2:24][C:19]([CH2:18][CH2:17][CH2:16][C:15]2[C:14]3[C:9](=[CH:10][CH:11]=[C:12]([O:33][CH3:34])[CH:13]=3)[N:8]=[CH:7][C:6]=2[F:5])([C:28]([O:30][CH2:31][CH3:32])=[O:29])[CH2:20][CH2:21]1 |f:3.4.5|. Reported procedure: 5.73 cm3 of thionyl chloride were added dropwise to a suspension of 0.6 g of ethyl 4-[3-(3-fluoro-6-methoxyquinolin-4-yl)propyl]-1-(2-hydroxyethyl)piperidine-4-carboxylate in 10 cm3 of dichloromethane with stirring in the region of 20° C., and the mixture was stirred for 24 hours at a temperature in the region of 20° C. The reaction mixture was concentrated to dryness under reduced pressure (2 kPa) at a temperature in the region of 40° C. The residue was taken up in 3 times 30 cm3 of cyclohexane...